From a dataset of the Open Reaction Database (ORD), a public repository of structured organic reaction records. describe an organic reaction: reactants, conditions, products, and yield Reactants: [BH4-], CO, [Na+], O=CCCc1cscn1. Yields the product OCCCc1cscn1. RXN SMILES: [BH4-:1].[CH3:12][OH:13].[Na+:2].[s:3]1[cH:4][n:5][c:6]([CH2:8][CH2:9][CH:10]=[O:11])[cH:7]1>>[s:3]1[cH:4][n:5][c:6]([CH2:8][CH2:9][CH2:10][OH:11])[cH:7]1. Starting materials: [Br-], N#Cc1ccncc1, CCOCC, CC[Mg+], O=S(=O)(O)O. The product is CCC(=O)c1ccncc1. Reaction SMILES: [Br-:1].[C:5](#[N:6])[c:7]1[cH:8][cH:9][n:10][cH:11][cH:12]1.[CH2:18]([O:19][CH2:20][CH3:21])[CH3:22].[CH2:2]([CH3:3])[Mg+:4].[S:13]([OH:14])(=[O:15])(=[O:16])[OH:17]>>[CH2:2]([CH3:3])[C:5]([c:7]1[cH:8][cH:9][n:10][cH:11][cH:12]1)=[O:14]. Starting materials: ClCCC(O)C1=CC=CC=C1 (3-chloro-1-phenyl-1-propanol), [Na+].[I-] (NaI). The solvent is CC(=O)C (acetone). Reaction conditions: time 3 day. Yields the product ICCC(O)C1=CC=CC=C1 (3-iodo-1-phenyl-1-propanol). Reaction SMILES: Cl[CH2:2][CH2:3][CH:4]([C:6]1[CH:11]=[CH:10][CH:9]=[CH:8][CH:7]=1)[OH:5].[Na+].[I-:13]>CC(C)=O>[I:13][CH2:2][CH2:3][CH:4]([C:6]1[CH:11]=[CH:10][CH:9]=[CH:8][CH:7]=1)[OH:5] |f:1.2|. Procedure details: (Compound 14) (10.1 g) was dissolved in acetone (200 ml) saturated with NaI. The mixture was refluxed for 12 h and subsequently stirred at RT for 3 days. The mixture was evaporated to dryness and the residue extracted with H2O/ether. The etheral layer separated and washed with H2O and saturated NaCl-solution. Resulting in 12.5 g of 3-iodo-1-phenyl-1-propanol (compound 15).